Task: describe an organic reaction: reactants, conditions, products, and yield. Dataset: the Open Reaction Database (ORD), a public repository of structured organic reaction records Starting materials: CC(C)(N)CO, [Li], [NH2-], CCOC(=O)c1ccc(N)cc1, Cc1ccccc1C. Yields the product Nc1ccc(C2=NCCO2)cc1. Reaction SMILES: [CH3:13][C:14]([CH3:15])([CH2:16][OH:17])[NH2:18].[Li:27].[NH2-:28].[NH2:1][c:2]1[cH:3][cH:4][c:5]([C:6](=[O:7])[O:8][CH2:9][CH3:10])[cH:11][cH:12]1.[c:19]1([CH3:20])[c:21]([CH3:22])[cH:23][cH:24][cH:25][cH:26]1>>[NH2:1][c:2]1[cH:3][cH:4][c:5]([C:6]2=[N:18][CH2:10][CH2:9][O:8]2)[cH:11][cH:12]1. Reactants: O=C(Nc1nc(-c2ccco2)c(N2CCOCC2)s1)c1ccc(CBr)cc1, CN(C)C=O, O, c1c[nH]cn1. Product: O=C(Nc1nc(-c2ccco2)c(N2CCOCC2)s1)c1ccc(Cn2ccnc2)cc1. RXN SMILES: [Br:1][CH2:2][c:3]1[cH:4][cH:5][c:6]([C:7](=[O:8])[NH:9][c:10]2[s:11][c:12]([N:20]3[CH2:21][CH2:22][O:23][CH2:24][CH2:25]3)[c:13](-[c:15]3[o:16][cH:17][cH:18][cH:19]3)[n:14]2)[cH:26][cH:27]1.[O:34]=[CH:35][N:36]([CH3:37])[CH3:38].[OH2:33].[nH:28]1[cH:29][n:30][cH:31][cH:32]1>>[CH2:2]([c:3]1[cH:4][cH:5][c:6]([C:7](=[O:8])[NH:9][c:10]2[s:11][c:12]([N:20]3[CH2:21][CH2:22][O:23][CH2:24][CH2:25]3)[c:13](-[c:15]3[o:16][cH:17][cH:18][cH:19]3)[n:14]2)[cH:26][cH:27]1)[n:28]1[cH:29][n:30][cH:31][cH:32]1. The reactants are N#Cc1cc(Cl)cc(Br)c1, C[S-], Cc1ccccc1, CCN(C(C)C)C(C)C, Cl, [Na+], O=C(C=Cc1ccccc1)C=Cc1ccccc1, O=C(C=Cc1ccccc1)C=Cc1ccccc1, O=C(C=Cc1ccccc1)C=Cc1ccccc1, [Pd], [Pd]. The product is CSc1cc(Cl)cc(C#N)c1. RXN SMILES: [Br:1][c:2]1[cH:3][c:4]([C:5]#[N:6])[cH:7][c:8]([Cl:10])[cH:9]1.[CH3:11][S-:12].[CH3:24][c:25]1[cH:26][cH:27][cH:28][cH:29][cH:30]1.[CH:14]([N:15]([CH2:16][CH3:17])[CH:18]([CH3:19])[CH3:20])([CH3:21])[CH3:22].[ClH:23].[Na+:13].[O:33]=[C:34]([CH:35]=[CH:36][c:37]1[cH:38][cH:39][cH:40][cH:41][cH:42]1)[CH:43]=[CH:44][c:45]1[cH:46][cH:47][cH:48][cH:49][cH:50]1.[O:51]=[C:52]([CH:53]=[CH:54][c:55]1[cH:56][cH:57][cH:58][cH:59][cH:60]1)[CH:61]=[CH:62][c:63]1[cH:64][cH:65][cH:66][cH:67][cH:68]1.[O:69]=[C:70]([CH:71]=[CH:72][c:73]1[cH:74][cH:75][cH:76][cH:77][cH:78]1)[CH:79]=[CH:80][c:81]1[cH:82][cH:83][cH:84][cH:85][cH:86]1.[Pd:31].[Pd:32]>>[c:2]1([S:12][CH3:11])[cH:3][c:4]([C:5]#[N:6])[cH:7][c:8]([Cl:10])[cH:9]1.